Dataset: the Open Reaction Database (ORD), a public repository of structured organic reaction records. Task: describe an organic reaction: reactants, conditions, products, and yield The product is Cc1oc(-c2ccco2)nc1COc1ccc(CO)cc1Br. RXN SMILES: [BH4-:23].[Br:1][c:2]1[cH:3][c:4]([CH:5]=[O:6])[cH:7][cH:8][c:9]1[O:10][CH2:11][c:12]1[n:13][c:14](-[c:18]2[o:19][cH:20][cH:21][cH:22]2)[o:15][c:16]1[CH3:17].[Na+:24].[O:26]1[CH2:27][CH2:28][CH2:29][CH2:30]1.[OH2:25]>>[Br:1][c:2]1[cH:3][c:4]([CH2:5][OH:6])[cH:7][cH:8][c:9]1[O:10][CH2:11][c:12]1[n:13][c:14](-[c:18]2[o:19][cH:20][cH:21][cH:22]2)[o:15][c:16]1[CH3:17]. The reactants are [BH4-], Cc1oc(-c2ccco2)nc1COc1ccc(C=O)cc1Br, [Na+], C1CCOC1, O. The product is N(=[N+]=[N-])CCCC(=O)OCC (ethyl 4-azidobutanoate). The yield is 96.2%. The solvent is CN(C)C=O (DMF). Reaction SMILES: Br[CH2:2][CH2:3][CH2:4][C:5]([O:7][CH2:8][CH3:9])=[O:6].[N-:10]=[N+:11]=[N-:12].[Na+]>CN(C=O)C>[N:10]([CH2:2][CH2:3][CH2:4][C:5]([O:7][CH2:8][CH3:9])=[O:6])=[N+:11]=[N-:12] |f:1.2|. Starting materials: BrCCCC(=O)OCC (Ethyl 4-bromobutanoate), [N-]=[N+]=[N-].[Na+] (NaN3), EtOAc hexanes. Procedure: Ethyl 4-bromobutanoate (17.11 g, 87.7 mmol) and NaN3 (28.50 g, 438.5 mmol) was dissolved in 70 mL DMF and reacted at 77° C. for 30 hours. 250 mL of 4:1 EtOAc/hexanes was added, and was washed twice with 250 mL saturated aqueous sodium bicarbonate, and once with 200 mL water. Organic layer was dried over sodium sulfate, filtered and concentrated in vacuo to give ethyl 4-azidobutanoate 6 (13.26 g, 96%). Ethyl 4-azidobutanoate 6 (6.18 g, 39.29 mmol) was then saponified using excess KOH in 12:10 met... Reactants: C(C1=CC=CC=C1)OC1=C(C=C(C=C1F)N)F (4-benzyloxy-3,5-difluorophenylamine), BrN1C(CCC1=O)=O (N-bromosuccinimide), Cl (Hydrochloric acid). The solvent is C1CCOC1 (THF). Conditions: time 30 minute. The product is C(C1=CC=CC=C1)OC1=C(C(=C(C=C1F)N)Br)F (4-benzyloxy-2-bromo-3,5-difluorophenylamine). Yield: 83.1%. Reaction SMILES: [CH2:1]([O:8][C:9]1[C:14]([F:15])=[CH:13][C:12]([NH2:16])=[CH:11][C:10]=1[F:17])[C:2]1[CH:7]=[CH:6][CH:5]=[CH:4][CH:3]=1.[Br:18]N1C(=O)CCC1=O.Cl>C1COCC1>[CH2:1]([O:8][C:9]1[C:10]([F:17])=[CH:11][C:12]([NH2:16])=[C:13]([Br:18])[C:14]=1[F:15])[C:2]1[CH:3]=[CH:4][CH:5]=[CH:6][CH:7]=1. Procedure: To a solution of 4-benzyloxy-3,5-difluorophenylamine (3.0 g) in THF (30 mL) was added N-bromosuccinimide (2.32 g) under ice-cooling, and the mixture was stirred for 30 minutes. Conc. Hydrochloric acid (2 mL) was added to the reaction mixture to precipitate a solid. The solid was collected by filtration and dried. The dried solid was dissolved in water, and the solution was added with saturated aqueous sodium bicarbonate, and then extracted with ethyl acetate. The extract was dried over sodium su... Starting materials: I(=O)(=O)(=O)[O-].[Na+] (Sodium periodate), CC1=CC=C(C=C1)S(=O)(=O)N1C=CC2=C(C=CC=C12)C=C (1-[(4-methylphenyl)sulfonyl]-4-vinyl-1H-indole), CC1=CC=C(C=C1)S(=O)(=O)N1C=CC2=C(C=CC=C12)C=C (1-[(4-methylphenyl)sulfonyl]-4-vinyl-1H-indole), N1=C(C=CC=C1C)C (2,6-lutidine). Reagents/catalysts: O=[Os](=O)(=O)=O (OsO4). Solvent: O (water), O1CCOCC1 (dioxane). Reaction conditions: time 20 minute. The product is CC1=CC=C(C=C1)S(=O)(=O)N1C=CC=2C(=CC=CC12)C=O (1-[(4-Methylphenyl)sulfonyl]-1H-indole-4-carbaldehyde). RXN SMILES: [CH3:1][C:2]1[CH:7]=[CH:6][C:5]([S:8]([N:11]2[C:19]3[C:14](=[C:15]([CH:20]=C)[CH:16]=[CH:17][CH:18]=3)[CH:13]=[CH:12]2)(=[O:10])=[O:9])=[CH:4][CH:3]=1.N1C(C)=CC=CC=1C.I([O-])(=O)(=O)=[O:31].[Na+]>O1CCOCC1.O.O=[Os](=O)(=O)=O>[CH3:1][C:2]1[CH:7]=[CH:6][C:5]([S:8]([N:11]2[C:19]3[CH:18]=[CH:17][CH:16]=[C:15]([CH:20]=[O:31])[C:14]=3[CH:13]=[CH:12]2)(=[O:10])=[O:9])=[CH:4][CH:3]=1 |f:2.3|. Reported procedure: OsO4 (6 mg, 0.023 mmol) was added to a stirred mixture of 1-[(4-methylphenyl)sulfonyl]-4-vinyl-1H-indole (68 mg, 0.23 mmol; Intermediate 4) and 2,6-lutidine (54 μL, 0.46 mmol) in dioxane (6 mL). The mixture turned from colorless to black in 1 minute. Sodium periodate (0.197 g, 0.92 mmol) in water (1.5 mL, warmed to dissolve) was added. A grey precipitation was immediately formed. The mixture was stirred for 20 min. and partitioned between 2M aqueous HCl (25 mL) and DCM (25 mL). The organic layer...